This data is from the Open Reaction Database (ORD), a public repository of structured organic reaction records. The task is: describe an organic reaction: reactants, conditions, products, and yield The reactants are C(CC)(=O)OC(CC)=O (propanoic anhydride), CC1=C(C(=NC=C1)N)C (dimethyl amino pyridine), C(CC)(=O)OC(CC)=O (propanoic anhydride), C(CC)(=O)O (propanoic acid), C(C)C(COC(CCCCCCCC(C(CC(CCCCCC)O)O)O)=O)CCCC (9,10,12-Tri hydroxy octadecanoic acid 2-ethylhexyl ester). Solvent: C=1(C(=CC=CC1)C)C (xylene), C=1(C(=CC=CC1)C)C (xylene). Reaction conditions: temperature 180 celsius, time 6 hour. Product: C(C)C(COC(CCCCCCCC(C(CC(CCCCCC)OCCC)OCCC)OCCC)=O)CCCC (9,10,12-tripropoxy octadecanoic acid 2-ethylhexyl ester). RXN SMILES: [CH2:1]([CH:3]([CH2:28][CH2:29][CH2:30][CH3:31])[CH2:4][O:5][C:6](=[O:27])[CH2:7][CH2:8][CH2:9][CH2:10][CH2:11][CH2:12][CH2:13][CH:14]([OH:26])[CH:15]([OH:25])[CH2:16][CH:17]([OH:24])[CH2:18][CH2:19][CH2:20][CH2:21][CH2:22][CH3:23])[CH3:2].C(O[C:37](=O)[CH2:38][CH3:39])(=O)CC.[CH3:41][C:42]1[CH:47]=CN=C(N)C=1C.[C:50](O)(=O)[CH2:51][CH3:52]>C1(C)C(C)=CC=CC=1>[CH2:1]([CH:3]([CH2:28][CH2:29][CH2:30][CH3:31])[CH2:4][O:5][C:6](=[O:27])[CH2:7][CH2:8][CH2:9][CH2:10][CH2:11][CH2:12][CH2:13][CH:14]([O:26][CH2:39][CH2:38][CH3:37])[CH:15]([O:25][CH2:50][CH2:51][CH3:52])[CH2:16][CH:17]([O:24][CH2:41][CH2:42][CH3:47])[CH2:18][CH2:19][CH2:20][CH2:21][CH2:22][CH3:23])[CH3:2]. Procedure: 9,10,12-Tri hydroxy octadecanoic acid 2-ethylhexyl ester rich fatty acid 2-ethylhexyl esters (150 g) as prepared in example 9 was taken in one lit R.B. flask and to this propanoic anhydride (257 g), dimethyl amino pyridine (150 mg) and xylene (100 ml) were added and the contents stirred magnetically at 180° C. for 6 hr. The course of the reaction was monitored by TLC. After completion of the reaction xylene and unconverted propanoic anhydride and propanoic acid were distilled under reduced press... Procedure details: To a stirred solution of 1.29 g (4.08 mmol) mixture of (E)-(2R,5S)- and -(2RS,5SR)-2,5-bis-(2-methoxy-ethyl)-hex-3-enedioic acid diethyl ester in 10 ml THF was added 33 ml (33 mmol) of 1 M sodium hydroxide solution. After stirring for 18 h at room temperature, the reaction mixture was acidified to pH 3 by addition of 1 M hydrochloric acid and extracted three times with ethyl acetate. The combined organic phases were washed successively with water and with saturated brine, dried over sodium sulph... Reactants: Cl (hydrochloric acid), mixture, C(C)OC(C(C=CC(C(=O)OCC)CCOC)CCOC)=O ((2RS,5SR)-2,5-bis-(2-methoxy-ethyl)-hex-3-enedioic acid diethyl ester), [OH-].[Na+] (sodium hydroxide). Conditions: time 18 hour. As a reaction SMILES: C([O:3][C:4](=[O:22])[CH:5]([CH2:18][CH2:19][O:20][CH3:21])[CH:6]=[CH:7][CH:8]([CH2:14][CH2:15][O:16][CH3:17])[C:9]([O:11]CC)=[O:10])C.[OH-].[Na+].Cl>C1COCC1>[CH3:17][O:16][CH2:15][CH2:14][CH:8]([CH:7]=[CH:6][CH:5]([CH2:18][CH2:19][O:20][CH3:21])[C:4]([OH:22])=[O:3])[C:9]([OH:11])=[O:10] |f:1.2|. Product: COCCC(C(=O)O)C=CC(C(=O)O)CCOC ((2RS,5SR)-2,5-bis-(2-methoxyethyl)-hex-3-enedioic acid). Isolated yield 84.0%. Solvent: C1CCOC1 (THF). The reactants are CC(C)(C)OC(=O)NCCc1ccc(NC(=C2C(=O)Nc3ccc([N+](=O)[O-])cc32)c2ccccc2)cc1, CCOC(C)=O, Cl. Yields the product Cl, NCCc1ccc(NC(=C2C(=O)Nc3ccc([N+](=O)[O-])cc32)c2ccccc2)cc1. As a reaction SMILES: [C:1]([O:2][C:3](=[O:4])[NH:8][CH2:9][CH2:10][c:11]1[cH:12][cH:13][c:14]([NH:17][C:18]([c:19]2[cH:20][cH:21][cH:22][cH:23][cH:24]2)=[C:25]2[C:26](=[O:37])[NH:27][c:28]3[cH:29][cH:30][c:31]([N+:34](=[O:35])[O-:36])[cH:32][c:33]32)[cH:15][cH:16]1)([CH3:5])([CH3:6])[CH3:7].[C:39]([O:40][CH2:41][CH3:42])(=[O:43])[CH3:44].[ClH:38]>>[ClH:38].[NH2:8][CH2:9][CH2:10][c:11]1[cH:12][cH:13][c:14]([NH:17][C:18]([c:19]2[cH:20][cH:21][cH:22][cH:23][cH:24]2)=[C:25]2[C:26](=[O:37])[NH:27][c:28]3[cH:29][cH:30][c:31]([N+:34](=[O:35])[O-:36])[cH:32][c:33]32)[cH:15][cH:16]1. Starting materials: B, C=CCCCCC=C, [Na+], C1CCOC1, [OH-], O, OO. Reaction SMILES: [BH3:9].[CH2:1]=[CH:2][CH2:3][CH2:4][CH2:5][CH2:6][CH:7]=[CH2:8].[Na+:11].[O:15]1[CH2:16][CH2:17][CH2:18][CH2:19]1.[OH-:10].[OH2:14].[OH:12][OH:13]>>[CH2:1]([CH2:2][CH2:3][CH2:4][CH2:5][CH2:6][CH:7]=[CH2:8])[OH:10]. Yields the product C=CCCCCCCO. Starting materials: C(C)OC(=O)C1=C(SC(=C1C)C1=CC=CC=C1)NC=CC(C(C)C)=O (4-Methyl-2-[(4-methyl-3-oxo-1-penten-1-yl)amino]-5-phenylthiophene-3-carboxylic Acid Ethyl Ester), C1(=CC=CC=C1)OC1=CC=CC=C1 (diphenylether). Run in C(C)O (ethanol). Product: OC1=C2C(=NC=C1C(C(C)C)=O)SC(=C2C)C2=CC=CC=C2 (4-Hydroxy-5-isobutyryl-3-methyl-2-phenylthieno[2,3-b]pyridine). The yield is 80.6%. As a reaction SMILES: C(O[C:4]([C:6]1[C:10]([CH3:11])=[C:9]([C:12]2[CH:17]=[CH:16][CH:15]=[CH:14][CH:13]=2)[S:8][C:7]=1[NH:18][CH:19]=[CH:20][C:21](=[O:25])[CH:22]([CH3:24])[CH3:23])=[O:5])C.C1(OC2C=CC=CC=2)C=CC=CC=1>C(O)C>[OH:5][C:4]1[C:20]([C:21](=[O:25])[CH:22]([CH3:23])[CH3:24])=[CH:19][N:18]=[C:7]2[S:8][C:9]([C:12]3[CH:13]=[CH:14][CH:15]=[CH:16][CH:17]=3)=[C:10]([CH3:11])[C:6]=12. Procedure details: The compound obtained in Example 13 (50 g) and diphenylether (500 ml) were mixed and the ethanol formed as the reaction proceeded was distilled off while continuing the heating under reflux for 4 hours. After allowing to cool followed by distilling diphenylether off under reduced pressure a crude crystal was precipitated and washed with n-hexane to obtain the title compound (35.1 g, 80.6%). Reactants: C1(CC=2C(C(=O)O1)=CC=CC2)=O (homophthalic anhydride), Cl.Cl.CNNC(C)C (1-methyl-2-(1-methylethyl)hydrazine, dihydrochloride). Solvent: C(C)(=O)O (acetic acid), N1=CC=CC=C1 (pyridine), O (water). Yields the product CN1N(C(C2=C(CC1=O)C=CC=C2)=O)C(C)C (2,3,4,5-tetrahydro-3-methyl-2-(1-methylethyl)-1H-2,3-benzodiazepin-1,4-dione). Isolated yield 51.4%. Reaction SMILES: [C:1]1(=[O:12])[O:7][C:5](=O)[C:4]2=[CH:8][CH:9]=[CH:10][CH:11]=[C:3]2[CH2:2]1.Cl.Cl.[CH3:15][NH:16][NH:17][CH:18]([CH3:20])[CH3:19]>C(O)(=O)C.N1C=CC=CC=1.O>[CH3:15][N:16]1[C:1](=[O:12])[CH2:2][C:3]2[CH:11]=[CH:10][CH:9]=[CH:8][C:4]=2[C:5](=[O:7])[N:17]1[CH:18]([CH3:20])[CH3:19] |f:1.2.3|. Reported procedure: To the solution of homophthalic anhydride (6.80 g, 41.9 mmol) in 70 mL of glacial acetic acid was added 1-methyl-2-(1-methylethyl)hydrazine, dihydrochloride (6.75 g, 41.9 mmol) in 35 mL of pyridine (Rosen, et al., J. Heterocyclic Chem., 1969, 6, 9-12). The solution was refluxed for 12 h, cooled, diluted with water (300 mL), and extracted with chloroform (3×400 mL). The chloroform extract was washed with 10% hydrochloric acid (600 mL) and 5% sodium bicarbonate (600 mL) , dried over magnesium sulf...